From a dataset of the Open Reaction Database (ORD), a public repository of structured organic reaction records. describe an organic reaction: reactants, conditions, products, and yield Starting materials: C1CCOC1, CC(C)(C)[O-], [K+], COC(=O)CCC(C(N)=O)N1Cc2c(OCc3cc(CN4CCOCC4)n(C)n3)cccc2C1=O. The product is Cn1nc(COc2cccc3c2CN(C2CCC(=O)NC2=O)C3=O)cc1CN1CCOCC1. Reaction SMILES: [CH2:42]1[O:43][CH2:44][CH2:45][CH2:46]1.[CH3:36][C:37]([CH3:38])([O-:39])[CH3:40].[K+:41].[NH2:1][C:2]([CH:3]([CH2:4][CH2:5][C:6]([O:8][CH3:7])=[O:9])[N:10]1[C:11](=[O:34])[c:12]2[cH:13][cH:14][cH:15][c:16]([O:19][CH2:20][c:21]3[n:22][n:23]([CH3:33])[c:24]([CH2:26][N:27]4[CH2:28][CH2:29][O:30][CH2:31][CH2:32]4)[cH:25]3)[c:17]2[CH2:18]1)=[O:35]>>[NH:1]1[C:2](=[O:35])[CH:3]([N:10]2[C:11](=[O:34])[c:12]3[cH:13][cH:14][cH:15][c:16]([O:19][CH2:20][c:21]4[n:22][n:23]([CH3:33])[c:24]([CH2:26][N:27]5[CH2:28][CH2:29][O:30][CH2:31][CH2:32]5)[cH:25]4)[c:17]3[CH2:18]2)[CH2:4][CH2:5][C:6]1=[O:8].